From a dataset of the Open Reaction Database (ORD), a public repository of structured organic reaction records. describe an organic reaction: reactants, conditions, products, and yield Starting materials: NC=1N=NC(=CN1)C=1SC(=CN1)C#N (2-(3-Amino-1,2,4-triazin-6-yl)thiazole-5-carbonitrile), C(Br)(Br)Br (bromoform), N(=O)OCCC(C)C (Isoamyl nitrite). Run at temperature 90 celsius, time 2 hour. Yields the product BrC=1N=NC(=CN1)C=1SC(=CN1)C#N (2-(3-Bromo-1,2,4-triazin-6-yl)thiazole-5-carbonitrile). RXN SMILES: N[C:2]1[N:3]=[N:4][C:5]([C:8]2[S:9][C:10]([C:13]#[N:14])=[CH:11][N:12]=2)=[CH:6][N:7]=1.N(OCCC(C)C)=O.C(Br)(Br)[Br:24]>>[Br:24][C:2]1[N:3]=[N:4][C:5]([C:8]2[S:9][C:10]([C:13]#[N:14])=[CH:11][N:12]=2)=[CH:6][N:7]=1. Procedure details: 2-(3-Amino-1,2,4-triazin-6-yl)thiazole-5-carbonitrile (30 mg, 0.15 mmol) was dissolved in 1 mL of bromoform and heated to 90° C. Isoamyl nitrite (88 mg, 0.75 mmol) was added and stirred at 90° C. for 2 h. The reaction mixture was then concentrated and used directly in the next reaction. Starting materials: O=C(CNC(=O)C=1C=NC2=CC=C(C=C2C1OC)I)C (6-iodo-4-methoxy-quinoline-3-carboxylic acid (2-oxo-propyl)-amide), [OH-].COC(=O)NS(=O)(=O)[N+](CC)(CC)CC ((methoxycarbonylsulfamoyl)-triethylammonium hydroxide). The solvent is C1CCOC1 (THF). Procedure details: A mixture of 6-iodo-4-methoxy-quinoline-3-carboxylic acid (2-oxo-propyl)-amide (example 16b) (1.3 g, 3.38 mmol) and Burgess Regent ((methoxycarbonylsulfamoyl)-triethylammonium hydroxide, inner salt) (2.0 g, 8.5 mmol) in THF was heated to 150° C. for 15 min by microwave. The solvent was removed by rotary evaporator. Flash chromatography (Merck Silica gel 60, 70-230 mesh, 0%-50% ethyl acetate in hexanes in 30 min) afforded 6-iodo-4-methoxy-3-(5-methyl-oxazol-2-yl)-quinoline (0.49 g, 40%) as a whit... Yield: 39.6%. Product: IC=1C=C2C(=C(C=NC2=CC1)C=1OC(=CN1)C)OC (6-iodo-4-methoxy-3-(5-methyl-oxazol-2-yl)-quinoline). RXN SMILES: O=[C:2]([CH3:20])[CH2:3][NH:4][C:5]([C:7]1[CH:8]=[N:9][C:10]2[C:15]([C:16]=1[O:17][CH3:18])=[CH:14][C:13]([I:19])=[CH:12][CH:11]=2)=[O:6].[OH-].COC(NS([N+](CC)(CC)CC)(=O)=O)=O>C1COCC1>[I:19][C:13]1[CH:14]=[C:15]2[C:10](=[CH:11][CH:12]=1)[N:9]=[CH:8][C:7]([C:5]1[O:6][C:2]([CH3:20])=[CH:3][N:4]=1)=[C:16]2[O:17][CH3:18] |f:1.2|. Conditions: temperature 150 celsius. Starting materials: CN(C)CCC1(CO)c2ccccc2N(C)c2cc(Cl)ccc21, [Na+], [OH-], Cc1ccccc1C. The product is CN(C)CCC1=Cc2ccccc2N(C)c2cc(Cl)ccc21. Reaction SMILES: [Cl:1][c:2]1[cH:3][cH:4][c:5]2[c:14]([cH:15]1)[N:13]([CH3:16])[c:12]1[c:7]([cH:8][cH:9][cH:10][cH:11]1)[C:6]2([CH2:17][CH2:18][N:19]([CH3:20])[CH3:21])[CH2:22][OH:23].[Na+:25].[OH-:24].[c:26]1([CH3:27])[c:28]([CH3:29])[cH:30][cH:31][cH:32][cH:33]1>>[Cl:1][c:2]1[cH:3][cH:4][c:5]2[c:14]([cH:15]1)[N:13]([CH3:16])[c:12]1[cH:7][cH:8][cH:9][cH:10][c:11]1[CH:22]=[C:6]2[CH2:17][CH2:18][N:19]([CH3:20])[CH3:21]. The reactants are [Cl-].[NH4+] (ammonium chloride), C1(=CC(=CC=C1)CO)C (m-tolylmethanol), [H-].[Na+] (sodium hydride), BrC1=NC=2N(C(N(C(C2N1CC1=CC=C(C=C1)Cl)=O)CCOCCOC1OCCCC1)=O)C (8-bromo-7-(4-chlorobenzyl)-3-methyl-1-(2-(2-(tetrahydro-2H-pyran-2-yloxy)ethoxy)ethyl)-1H-purine-2,6(3H,7H)-dione), BrC1=NC=2N(C(N(C(C2N1CC1=CC=C(C=C1)Cl)=O)CCOCCOC1OCCCC1)=O)C (8-bromo-7-(4-chlorobenzyl)-3-methyl-1-(2-(2-(tetrahydro-2H-pyran-2-yloxy)ethoxy)ethyl)-1H-purine-2,6(3H,7H)-dione). The solvent is CN(C)C=O (DMF). Run at temperature 0 celsius, time 30 minute. Product: ClC1=CC=C(CN2C(=NC=3N(C(N(C(C23)=O)CCOCCOC2OCCCC2)=O)C)OCC2=CC(=CC=C2)C)C=C1 (7-(4-chlorobenzyl)-3-methyl-8-(3-methylbenzyloxy)-1-(2-(2-(tetrahydro-2H-pyran-2-yloxy)ethoxy)ethyl)-1H-purine-2,6(3H,7H)-dione). As a reaction SMILES: [C:1]1([CH3:9])[CH:6]=[CH:5][CH:4]=[C:3]([CH2:7][OH:8])[CH:2]=1.[H-].[Na+].Br[C:13]1[N:21]([CH2:22][C:23]2[CH:28]=[CH:27][C:26]([Cl:29])=[CH:25][CH:24]=2)[C:20]2[C:19](=[O:30])[N:18]([CH2:31][CH2:32][O:33][CH2:34][CH2:35][O:36][CH:37]3[CH2:42][CH2:41][CH2:40][CH2:39][O:38]3)[C:17](=[O:43])[N:16]([CH3:44])[C:15]=2[N:14]=1.[Cl-].[NH4+]>CN(C=O)C>[Cl:29][C:26]1[CH:27]=[CH:28][C:23]([CH2:22][N:21]2[C:20]3[C:19](=[O:30])[N:18]([CH2:31][CH2:32][O:33][CH2:34][CH2:35][O:36][CH:37]4[CH2:42][CH2:41][CH2:40][CH2:39][O:38]4)[C:17](=[O:43])[N:16]([CH3:44])[C:15]=3[N:14]=[C:13]2[O:8][CH2:7][C:3]2[CH:4]=[CH:5][CH:6]=[C:1]([CH3:9])[CH:2]=2)=[CH:24][CH:25]=1 |f:1.2,4.5|. Procedure details: To a solution of m-tolylmethanol (37 mg, 0.3 mmol) in DMF (2 mL) was added sodium hydride (18 mg, 0.45 mmol) at 0° C. After stirring at 0° C. for 30 min, 8-bromo-7-(4-chlorobenzyl)-3-methyl-1-(2-(2-(tetrahydro-2H-pyran-2-yloxy)ethoxy)ethyl)-1H-purine-2,6(3H,7H)-dione (80 mg, 0.15 mmol, intermediate 11) was added. The mixture was stirred at 0° C. for 15 min, then aqueous ammonium chloride solution (2 mL) was added at 0° C. The mixture was partitioned between ethyl acetate and water. The organic l... Reactants: OC1=C(C=C(C=C1)[N+](=O)[O-])N (1-hydroxy-2 amino-4-nitrobenzene), OC1=CC(=CC2=CC(=CC=C12)N)S(=O)(=O)O (1-hydroxy-6-aminonaphthalene-3-sulphonic acid), OC1=C(C=CC(=C1)[N+](=O)[O-])N (1-hydroxy-2-amino-5-nitrobenzene), OC1=CC(=CC2=CC=C(C=C12)N)S(=O)(=O)O (1-hydroxy-7-aminonaphthalene-3-sulphonic acid). RXN SMILES: O[C:2]1[CH:7]=[CH:6][C:5]([N+:8]([O-])=O)=[CH:4][C:3]=1N.OC1C=C([N+]([O-])=O)C=CC=1N.[OH:23][C:24]1C2C(=CC=C(N)C=2)[CH:27]=[C:26]([S:35]([OH:38])(=[O:37])=[O:36])[CH:25]=1.OC1C2C(=CC(N)=CC=2)C=C(S(O)(=O)=O)C=1>>[OH:23][C:24]1[C:3]2[C:4](=[C:5]([NH2:8])[CH:6]=[CH:7][CH:2]=2)[CH:27]=[C:26]([S:35]([OH:38])(=[O:37])=[O:36])[CH:25]=1. Procedure details: On account of their easy accessibility and the neutral black shade obtainable therewith, particular interest attaches to the dyes that are derived from 1-hydroxy-2 amino-4-nitrobenzene or 1-hydroxy-2-amino-5-nitrobenzene as diazo components, and from 1-hydroxy-7-aminonaphthalene-3-sulphonic acid or 1-hydroxy-6-aminonaphthalene-3-sulphonic acid as coupling component. Yields the product OC1=CC(=CC2=C(C=CC=C12)N)S(=O)(=O)O (1-hydroxy-5-aminonaphthalene-3-sulphonic acid).